Dataset: the Open Reaction Database (ORD), a public repository of structured organic reaction records. Task: describe an organic reaction: reactants, conditions, products, and yield Reactants: [H-].[Na+] (NaH), C(#N)CC=1SC=C(N1)C(F)(F)F (2-cyanomethyl-4(trifluoromethyl)thiazole), C(C1=CC=CC=C1)OC1=CC=C(C=O)C=C1 (4-Benzyloxybenzaldehyde). Solvent: CCO (EtOH), CCO (EtOH). Reaction conditions: time 4 hour. Product: C(C1=CC=CC=C1)OC1=CC=C(C=C1)C=C(C#N)C=1SC=C(N1)C(F)(F)F (3-(4-Benzyloxyphenyl)-2-[(trifluoromethyl)thiazol-2-yl]acrylonitrile). Yield: 65.8%. Reaction SMILES: [H-].[Na+].[CH2:3]([O:10][C:11]1[CH:18]=[CH:17][C:14]([CH:15]=O)=[CH:13][CH:12]=1)[C:4]1[CH:9]=[CH:8][CH:7]=[CH:6][CH:5]=1.[C:19]([CH2:21][C:22]1[S:23][CH:24]=[C:25]([C:27]([F:30])([F:29])[F:28])[N:26]=1)#[N:20]>CCO>[CH2:3]([O:10][C:11]1[CH:18]=[CH:17][C:14]([CH:15]=[C:21]([C:22]2[S:23][CH:24]=[C:25]([C:27]([F:30])([F:28])[F:29])[N:26]=2)[C:19]#[N:20])=[CH:13][CH:12]=1)[C:4]1[CH:9]=[CH:8][CH:7]=[CH:6][CH:5]=1 |f:0.1|. Procedure: NaH (516 mg, 60% dispersion in mineral oil, 12.9 mmole) was reacted with absolute EtOH (10 mL) at 0° C. After gas evolution had ceased the mixture was warmed to RT. 4-Benzyloxybenzaldehyde (2.05 g, 9.68 mmole) was added all at once as a solid. To this mixture was added dropwise a solution of 2-cyanomethyl-4(trifluoromethyl)thiazole (1.24 g) in absolute EtOH (20 mL). The reaction was stirred for 4 hr, then the solid was collected by filtration and washed with hexanes to give the title compound (1... Starting materials: C(C)(C)(C)OC(=O)N1C(=CC=C1)B(O)O (1-(tert-Butoxycarbonyl)-1H-pyrrol-2-ylboronic acid), BrC=1C=C(C=CC1)S(=O)(=O)N (3-bromobenzene sulfonamide). The reagents and catalysts are C=1C=CC(=CC1)[P](C=2C=CC=CC2)(C=3C=CC=CC3)[Pd]([P](C=4C=CC=CC4)(C=5C=CC=CC5)C=6C=CC=CC6)([P](C=7C=CC=CC7)(C=8C=CC=CC8)C=9C=CC=CC9)[P](C=1C=CC=CC1)(C=1C=CC=CC1)C=1C=CC=CC1 (Pd(PPh3)4). Run in COCCOC (DME), C(=O)([O-])[O-].[Na+].[Na+] (Na2CO3). Run at temperature 92 celsius. The product is C(C)(C)(C)OC(=O)N1C(=CC=C1)C1=CC(=CC=C1)S(N)(=O)=O (2-(3-Sulfamoyl-phenyl)-pyrrole-1-carboxylic acid tert-butyl ester). The yield is 90.0%. RXN SMILES: [C:1]([O:5][C:6]([N:8]1[CH:12]=[CH:11][CH:10]=[C:9]1B(O)O)=[O:7])([CH3:4])([CH3:3])[CH3:2].Br[C:17]1[CH:18]=[C:19]([S:23]([NH2:26])(=[O:25])=[O:24])[CH:20]=[CH:21][CH:22]=1>COCCOC.C([O-])([O-])=O.[Na+].[Na+].C1C=CC([P]([Pd]([P](C2C=CC=CC=2)(C2C=CC=CC=2)C2C=CC=CC=2)([P](C2C=CC=CC=2)(C2C=CC=CC=2)C2C=CC=CC=2)[P](C2C=CC=CC=2)(C2C=CC=CC=2)C2C=CC=CC=2)(C2C=CC=CC=2)C2C=CC=CC=2)=CC=1>[C:1]([O:5][C:6]([N:8]1[CH:12]=[CH:11][CH:10]=[C:9]1[C:17]1[CH:22]=[CH:21][CH:20]=[C:19]([S:23](=[O:25])(=[O:24])[NH2:26])[CH:18]=1)=[O:7])([CH3:4])([CH3:3])[CH3:2] |f:3.4.5,^1:42,44,63,82|. Reported procedure: A mixture of 3A, 3-bromobenzene sulfonamide (0.1 g, 0.4 mmol) in DME (6 mL) and 2.0 M Na2CO3 (0.8 mL) was degassed by bubbling argon for 5 min. To this solution, Pd(PPh3)4 (28 mg, 0.025 mmol) was added. The mixture was heated at 92° C. for 3 h. After cooling to rt, it was extracted with EtOAc, and dried over Na2SO4. The crude product was purified by silica gel chromatography (hexanes/EtOAc=3/1) to give 3B (293 mg, 90% yield) as a semi-solid. 1H NMR (400 MHz, CDCl3) δ ppm 1.37 (s, 9H) 4.88 (s, 2H... Reactants: C1(=CC=CC=C1)CC=CC1=CC=C(C(=O)O)C=C1.C1(=CC=CC=C1)C=CCC1=CC=C(C(=O)O)C=C1 (4(3-Phenylpropenyl)-benzoic Acid 4-(3-Phenyl-2-propenyl)-benzoic Acid). The reagents and catalysts are [Pd] (Pd). Solvent: CO (methanol). Product: C1(=CC=CC=C1)CCCC1=CC=C(C(=O)O)C=C1 (4-(3-Phenylpropyl)-benzoic Acid). Reaction SMILES: [C:1]1([CH2:7][CH:8]=[CH:9][C:10]2[CH:18]=[CH:17][C:13]([C:14]([OH:16])=[O:15])=[CH:12][CH:11]=2)[CH:6]=[CH:5][CH:4]=[CH:3][CH:2]=1.C1(C=CCC2C=CC(C(O)=O)=CC=2)C=CC=CC=1>CO.[Pd]>[C:1]1([CH2:7][CH2:8][CH2:9][C:10]2[CH:11]=[CH:12][C:13]([C:14]([OH:16])=[O:15])=[CH:17][CH:18]=2)[CH:2]=[CH:3][CH:4]=[CH:5][CH:6]=1 |f:0.1|. Procedure: A mixture of regioisomeric olefins 54 (100 mg, 0.42 mmol) and Pd 10% on C (10 mg) in methanol (4 mL) was vigorously stirred under H2 atmosphere (14 psi). The mixture was stirred for 2 hours at room temperature, filtered through Celite and evaporated to afford 55 as an oil. Flash chromatography of the residue gave 55 (88 mg, 88%).